From a dataset of the Open Reaction Database (ORD), a public repository of structured organic reaction records. describe an organic reaction: reactants, conditions, products, and yield The reactants are C1(=CC=CC=C1)CCC(=O)O (3-phenylpropionic acid), O1CCC=C1 (2,3-dihydrofuran), P(O)(O)(O)=O (phosphoric acid), C(C)(C)[Mg]Cl (isopropylmagnesium chloride). The reagents and catalysts are CS(=O)(=O)O (methanesulfonic acid). Solvent: ClCCl (dichloromethane), O1CCCC1 (tetrahydrofuran), ClCCl (dichloromethane). Run at temperature -60 celsius, time 4 hour. Yields the product CC(C(CCC1=CC=CC=C1)=O)C (4-methyl-1-phenylpentan-3-one). The yield is 39.1%. Reaction SMILES: [C:1]1([CH2:7][CH2:8][C:9]([OH:11])=O)[CH:6]=[CH:5][CH:4]=[CH:3][CH:2]=1.O1C=[CH:15][CH2:14][CH2:13]1.C([Mg]Cl)(C)C.P(=O)(O)(O)O>ClCCl.CS(O)(=O)=O.O1CCCC1>[CH3:13][CH:14]([CH3:15])[C:9](=[O:11])[CH2:8][CH2:7][C:1]1[CH:2]=[CH:3][CH:4]=[CH:5][CH:6]=1. Reported procedure: A mixture of 3-phenylpropionic acid (13.0 g, 86.6 mmol), 2,3-dihydrofuran (6.67 g, 95.2 mmol) and dichloromethane (90 ml) was cooled to −60° C., followed by adding thereto a solution of methanesulfonic acid (0.012 g, 0.13 mmol) in dichloromethane (1 ml). The reaction mixture was heated to −5° C. and stirred at this temperature for 4 hours. The reaction mixture was re-cooled to −60° C., followed by adding dropwise thereto isopropylmagnesium chloride (a 2M tetrahydrofuran solution; 48 ml, 95.2 mmo...